This data is from the Open Reaction Database (ORD), a public repository of structured organic reaction records. The task is: describe an organic reaction: reactants, conditions, products, and yield The reactants are O=C(Cl)C=Cc1ccccc1, ClCCl, Nc1ccc(F)cc1F, c1ccncc1. Product: O=C(C=Cc1ccccc1)Nc1ccc(F)cc1F. Reaction SMILES: [C:16]([CH:17]=[CH:18][c:19]1[cH:20][cH:21][cH:22][cH:23][cH:24]1)(=[O:25])[Cl:26].[Cl:27][CH2:28][Cl:29].[F:1][c:2]1[c:3]([NH2:4])[cH:5][cH:6][c:7]([F:9])[cH:8]1.[cH:10]1[cH:11][cH:12][n:13][cH:14][cH:15]1>>[F:1][c:2]1[c:3]([NH:4][C:16]([CH:17]=[CH:18][c:19]2[cH:20][cH:21][cH:22][cH:23][cH:24]2)=[O:25])[cH:5][cH:6][c:7]([F:9])[cH:8]1.